Dataset: the Open Reaction Database (ORD), a public repository of structured organic reaction records. Task: describe an organic reaction: reactants, conditions, products, and yield Starting materials: ClC(C=O)CCCCCCCCCC (2-chlorododecanal), O=C(/C=C/C(=O)OC)C1=CC=CC=C1 ((E)-methyl 4-oxo-4-phenylbut-2-enoate), hexanes i-PrOH. Solvent: C(Cl)(Cl)Cl (CHCl3). The product is C(CCCCCCCCC)[C@@H]1C(OC(=C[C@@H]1C(=O)OC)C1=CC=CC=C1)=O ((3S,4S)-Methyl 3-decyl-6-phenyl-2-oxo-3,4-dihydro-2H-pyran-4-carboxylate). Isolated yield 90.0%. Reaction SMILES: Cl[CH:2]([CH2:5][CH2:6][CH2:7][CH2:8][CH2:9][CH2:10][CH2:11][CH2:12][CH2:13][CH3:14])[CH:3]=[O:4].[O:15]=[C:16]([C:23]1[CH:28]=[CH:27][CH:26]=[CH:25][CH:24]=1)/[CH:17]=[CH:18]/[C:19]([O:21][CH3:22])=[O:20]>C(Cl)(Cl)Cl>[CH2:5]([C@H:2]1[C@@H:18]([C:19]([O:21][CH3:22])=[O:20])[CH:17]=[C:16]([C:23]2[CH:28]=[CH:27][CH:26]=[CH:25][CH:24]=2)[O:15][C:3]1=[O:4])[CH2:6][CH2:7][CH2:8][CH2:9][CH2:10][CH2:11][CH2:12][CH2:13][CH3:14]. Reported procedure: Prepared according to the general procedure from 2-chlorododecanal and (E)-methyl 4-oxo-4-phenylbut-2-enoate using 0.5 mol % 1 as the catalyst in 90% yield as a single diastereomer (white solid). [α]r)20 (c 1.15, CHCl3)=+154.3; mp=108-111° C.; 1H NMR (400 MHz, CDCl3) δ 7.66-7.63 (m, 2H), 7.40-7.37 (m, 3H), 5.89 (d, 1H, J=6.4 Hz), 3.73 (s, 3H), 3.57 (t, 1H, J=6.3 Hz), 2.76 (q, 1H, J=6.3 Hz), 2.04 (t, 1H, J=7.0 Hz), 1.47-1.26 (m, 18H), 0.88 (t, 3H, J=6.8 Hz); 13C NMR (100 MHz, CDCl3) δ 171.0, 169.... The reactants are C(C)(C)C1=CC=C(C=C1)C=1C2=C(OC1)C=1CCCCC1C=C2C (3-(4-isopropylphenyl)-4-methyl-6,7,8,9-tetrahydronaphtho[1,2-b]furan). Run in CO (methanol). Product: C(C)(C)C1=CC=C(C=C1)C1C2=C(OC1)C=1CCCCC1C=C2C (3-(4-Isopropylphenyl)-4-methyl-2,3,6,7,8,9-hexahydronaphtho[1,2-b]furan). The yield is 80.0%. As a reaction SMILES: [CH:1]([C:4]1[CH:9]=[CH:8][C:7]([C:10]2[C:11]3[C:22]([CH3:23])=[CH:21][C:20]4[CH2:19][CH2:18][CH2:17][CH2:16][C:15]=4[C:12]=3[O:13][CH:14]=2)=[CH:6][CH:5]=1)([CH3:3])[CH3:2]>CO>[CH:1]([C:4]1[CH:5]=[CH:6][C:7]([CH:10]2[CH2:14][O:13][C:12]3[C:15]4[CH2:16][CH2:17][CH2:18][CH2:19][C:20]=4[CH:21]=[C:22]([CH3:23])[C:11]2=3)=[CH:8][CH:9]=1)([CH3:3])[CH3:2]. Reported procedure: Using 3-(4-isopropylphenyl)-4-methyl-6,7,8,9-tetrahydronaphtho[1,2-b]furan obtained in Reference Example 196, the title compound was synthesized in the same manner as in Reference Example 199. Yield 80%. Melting point: 54-55° C. (methanol). Reactants: N([C@@H](CC1=CC=CC=C1)C(=O)CF)C(=O)OC(C)(C)C (Boc-PheCH2F), Cl (HCl). Run in CCOCC (ether), CCOCC (ether). Conditions: time 45 minute. Yields the product NC(C(CF)=O)CC1=CC=CC=C1 (3-amino-1-fluoro-4-phenyl-2-butanone). Yield: 64.1%. Reaction SMILES: [NH:1](C(OC(C)(C)C)=O)[C@H:2]([C:10]([CH2:12][F:13])=[O:11])[CH2:3][C:4]1[CH:9]=[CH:8][CH:7]=[CH:6][CH:5]=1.Cl>CCOCC>[NH2:1][CH:2]([CH2:3][C:4]1[CH:9]=[CH:8][CH:7]=[CH:6][CH:5]=1)[C:10](=[O:11])[CH2:12][F:13]. Procedure: To a solution of Boc-PheCH2F (0.75 g, 2.67 mmol) in anhydrous ether (5 mL) was added a saturated solution of HCl in ether (30 mL). The mixture was stirred vigorously at room temperature for 45 minutes. The suspension was filtered, washed with ether (10 mL), and pumped dry, to give a white solid (0.31 g, 54%). This material was immediately used in the next step.